describe an organic reaction: reactants, conditions, products, and yield From a dataset of the Open Reaction Database (ORD), a public repository of structured organic reaction records. The reactants are CCO, CCOC(=O)C=Cc1ccncc1. Product: CCOC(=O)CCc1ccncc1. RXN SMILES: [CH3:14][CH2:15][OH:16].[n:1]1[cH:2][cH:3][c:4]([CH:7]=[CH:8][C:9](=[O:10])[O:11][CH2:12][CH3:13])[cH:5][cH:6]1>>[n:1]1[cH:2][cH:3][c:4]([CH2:7][CH2:8][C:9](=[O:10])[O:11][CH2:12][CH3:13])[cH:5][cH:6]1. Starting materials: N1[C@H](C(=O)O)CCC1 (L-Proline), N1(N=CN=C1)C1=CC=C(C=O)C=C1 (4-(1H-1,2,4-triazol-1-yl)benzaldehyde), Intermediate 45, CC1(OC(CC(O1)=O)=O)C (2,2-dimethyl-1,3-dioxane-4,6-dione), CC=1NC(=C(CC1C(=O)OCC)C(=O)OCC)C (diethyl 1,4-dihydro-2,6-dimethyl-3,5-pyridinedicarboxylate). Solvent: C(C)O (ethanol), C(C)(C)O (Isopropanol). Reaction conditions: temperature 23 celsius, time 1.5 hour. Yields the product N1(N=CN=C1)C1=CC=C(CC2C(OC(OC2=O)(C)C)=O)C=C1 (5-(4-(1H-1,2,4-triazol-1-yl)benzyl)-2,2-dimethyl-1,3-dioxane-4,6-dione). RXN SMILES: N1CCC[C@H]1C(O)=O.[N:9]1([C:14]2[CH:21]=[CH:20][C:17]([CH:18]=O)=[CH:16][CH:15]=2)[CH:13]=[N:12][CH:11]=[N:10]1.[CH3:22][C:23]1([CH3:31])[O:28][C:27](=[O:29])[CH2:26][C:25](=[O:30])[O:24]1.CC1NC(C)=C(C(OCC)=O)CC=1C(OCC)=O>C(O)C.C(O)(C)C>[N:9]1([C:14]2[CH:21]=[CH:20][C:17]([CH2:18][CH:26]3[C:27](=[O:29])[O:28][C:23]([CH3:31])([CH3:22])[O:24][C:25]3=[O:30])=[CH:16][CH:15]=2)[CH:13]=[N:12][CH:11]=[N:10]1. Reported procedure: L-Proline (1.81 g, 15.6 mmol) was added to a stirring, heterogeneous mixture of 4-(1H-1,2,4-triazol-1-yl)benzaldehyde (13.5 g, 78.0 mmol, Intermediate 45, step a) and 2,2-dimethyl-1,3-dioxane-4,6-dione (11.2 g, 78.0 mmol) in ethanol (520 mL) at 23° C. After 1.5 hours, diethyl 1,4-dihydro-2,6-dimethyl-3,5-pyridinedicarboxylate (19.7 g, 78.0 mmol) was added in one portion. After 16 hours, the ethanol was removed by rotary evaporation at 35° C. to afford a yellow solid. Isopropanol (300 mL) was add... Yields the product Cn1cc(CCO[Si](c2ccccc2)(c2ccccc2)C(C)(C)C)c(C(=O)NCc2cccc(Cl)c2)c(OC(=O)c2ccccc2)c1=O. Reactants: Cn1cc(CCO[Si](c2ccccc2)(c2ccccc2)C(C)(C)C)c(C(=O)O)c(OC(=O)c2ccccc2)c1=O, CCN=C=NCCCN(C)C, CN(C)C=O, NCc1cccc(Cl)c1, Cl, O, O, On1nnc2ccccc21. RXN SMILES: [C:1]([c:2]1[cH:3][cH:4][cH:5][cH:6][cH:7]1)(=[O:8])[O:9][c:10]1[c:11](=[O:40])[n:12]([CH3:39])[cH:13][c:14]([CH2:19][CH2:20][O:21][Si:22]([c:23]2[cH:24][cH:25][cH:26][cH:27][cH:28]2)([c:29]2[cH:30][cH:31][cH:32][cH:33][cH:34]2)[C:35]([CH3:36])([CH3:37])[CH3:38])[c:15]1[C:16](=[O:17])[OH:18].[CH2:53]([N:54]=[C:55]=[N:56][CH2:57][CH2:58][CH2:59][N:60]([CH3:61])[CH3:62])[CH3:63].[CH3:73][N:74]([CH3:75])[CH:76]=[O:77].[Cl:64][c:65]1[cH:66][c:67]([CH2:68][NH2:69])[cH:70][cH:71][cH:72]1.[ClH:52].[OH2:41].[OH2:78].[OH:42][n:43]1[c:44]2[cH:45][cH:46][cH:47][cH:48][c:49]2[n:50][n:51]1>>[C:1]([c:2]1[cH:3][cH:4][cH:5][cH:6][cH:7]1)(=[O:8])[O:9][c:10]1[c:11](=[O:40])[n:12]([CH3:39])[cH:13][c:14]([CH2:19][CH2:20][O:21][Si:22]([c:23]2[cH:24][cH:25][cH:26][cH:27][cH:28]2)([c:29]2[cH:30][cH:31][cH:32][cH:33][cH:34]2)[C:35]([CH3:36])([CH3:37])[CH3:38])[c:15]1[C:16](=[O:18])[NH:69][CH2:68][c:67]1[cH:66][c:65]([Cl:64])[cH:72][cH:71][cH:70]1. Starting materials: Brc1cncc(Oc2ccccc2)c1, c1ccc(CN2CCCC23CCNC3)cc1, CC(C)(C)[O-], Cc1ccccc1, [K+], O=C(C=Cc1ccccc1)C=Cc1ccccc1, O=C(C=Cc1ccccc1)C=Cc1ccccc1, O=C(C=Cc1ccccc1)C=Cc1ccccc1, [Pd], [Pd]. Product: c1ccc(CN2CCCC23CCN(c2cncc(Oc4ccccc4)c2)C3)cc1. Reaction SMILES: [Br:17][c:18]1[cH:19][n:20][cH:21][c:22]([O:24][c:25]2[cH:26][cH:27][cH:28][cH:29][cH:30]2)[cH:23]1.[CH2:1]([c:2]1[cH:3][cH:4][cH:5][cH:6][cH:7]1)[N:8]1[CH2:9][CH2:10][CH2:11][C:12]12[CH2:13][NH:14][CH2:15][CH2:16]2.[CH3:31][C:32]([CH3:33])([O-:34])[CH3:35].[CH3:37][c:38]1[cH:39][cH:40][cH:41][cH:42][cH:43]1.[K+:36].[O:46]=[C:47]([CH:48]=[CH:49][c:50]1[cH:51][cH:52][cH:53][cH:54][cH:55]1)[CH:56]=[CH:57][c:58]1[cH:59][cH:60][cH:61][cH:62][cH:63]1.[O:64]=[C:65]([CH:66]=[CH:67][c:68]1[cH:69][cH:70][cH:71][cH:72][cH:73]1)[CH:74]=[CH:75][c:76]1[cH:77][cH:78][cH:79][cH:80][cH:81]1.[O:82]=[C:83]([CH:84]=[CH:85][c:86]1[cH:87][cH:88][cH:89][cH:90][cH:91]1)[CH:92]=[CH:93][c:94]1[cH:95][cH:96][cH:97][cH:98][cH:99]1.[Pd:44].[Pd:45]>>[CH2:1]([c:2]1[cH:3][cH:4][cH:5][cH:6][cH:7]1)[N:8]1[CH2:9][CH2:10][CH2:11][C:12]12[CH2:13][N:14]([c:18]1[cH:19][n:20][cH:21][c:22]([O:24][c:25]3[cH:26][cH:27][cH:28][cH:29][cH:30]3)[cH:23]1)[CH2:15][CH2:16]2. The reactants are C(C)(C)(C)OC(=O)N1CCN(CCC1)C1=C(C=C(C=C1)N1C(C2=CC=C(C=C2CC1)OC)=O)OC (4-[2-methoxy-4-(6-methoxy-1-oxo-3,4-dihydro-1H-isoquinolin-2-yl)-phenyl]-[1,4]diazepane-1-carboxylic acid tert-butyl ester), [OH-].[Na+] (sodium hydroxide). The solvent is Br (HBr). Yields the product N1(CCNCCC1)C1=C(C=C(C=C1)N1C(C2=CC=C(C=C2CC1)O)=O)OC (2-(4-[1,4]Diazepan-1-yl-3-methoxy-phenyl)-6-hydroxy-3,4-dihydro-2H-isoquinolin-1-one). Reaction SMILES: C(OC([N:8]1[CH2:14][CH2:13][CH2:12][N:11]([C:15]2[CH:20]=[CH:19][C:18]([N:21]3[CH2:30][CH2:29][C:28]4[C:23](=[CH:24][CH:25]=[C:26]([O:31]C)[CH:27]=4)[C:22]3=[O:33])=[CH:17][C:16]=2[O:34][CH3:35])[CH2:10][CH2:9]1)=O)(C)(C)C.[OH-].[Na+]>Br>[N:11]1([C:15]2[CH:20]=[CH:19][C:18]([N:21]3[CH2:30][CH2:29][C:28]4[C:23](=[CH:24][CH:25]=[C:26]([OH:31])[CH:27]=4)[C:22]3=[O:33])=[CH:17][C:16]=2[O:34][CH3:35])[CH2:12][CH2:13][CH2:14][NH:8][CH2:9][CH2:10]1 |f:1.2|. Procedure details: A solution of 4-[2-methoxy-4-(6-methoxy-1-oxo-3,4-dihydro-1H-isoquinolin-2-yl)-phenyl]-[1,4]diazepane-1-carboxylic acid tert-butyl ester in 48% HBr (10 mL) was stirred for 48 h at 80° C. The mixture was neutralized with sodium hydroxide solution, extracted with dichloromethane, dried over magnesium sulfate and concentrated. In this way the product was obtained with molecular weight 367.45 (C21H25N3O3); MS (ESI): 368 (M+H+).